Dataset: the Open Reaction Database (ORD), a public repository of structured organic reaction records. Task: describe an organic reaction: reactants, conditions, products, and yield Reactants: S(=S)(=O)([O-])[O-].[Na+].[Na+] (sodium thiosulfate), C(CCC)OCCOC1=CC=C(C=C1)C=1C=CC2=C(C=C(CCN2CC(C)C)C(=O)NC2=CC=C(C=C2)SCC=2N(C=CN2)CC2CC2)C1 (7-[4-(2-butoxyethoxy)phenyl]-N-[4-[[(1-cyclopropylmethylimidazol-2-yl)methyl]sulfanyl]phenyl]-1-isobutyl-2,3-dihydro-1-benzazepine-4-carboxamide), solution, ClC1=CC(=CC=C1)C(=O)OO (3-chloroperbenzoic acid). Run in ClCCl (dichloromethane), ClCCl (dichloromethane). Reaction conditions: time 30 minute. Product: C(CCC)OCCOC1=CC=C(C=C1)C=1C=CC2=C(C=C(CCN2CC(C)C)C(=O)NC2=CC=C(C=C2)S(=O)CC=2N(C=CN2)CC2CC2)C1 (7-[4-(2-butoxyethoxy)phenyl]-N-[4-[[(1-cyclopropylmethylimidazol-2-yl)methyl]sulfinyl]phenyl]-1-isobutyl-2,3-dihydro-1-benzazepine-4-carboxamide). Isolated yield 51.5%. RXN SMILES: [CH2:1]([O:5][CH2:6][CH2:7][O:8][C:9]1[CH:14]=[CH:13][C:12]([C:15]2[CH:16]=[CH:17][C:18]3[N:24]([CH2:25][CH:26]([CH3:28])[CH3:27])[CH2:23][CH2:22][C:21]([C:29]([NH:31][C:32]4[CH:37]=[CH:36][C:35]([S:38][CH2:39][C:40]5[N:41]([CH2:45][CH:46]6[CH2:48][CH2:47]6)[CH:42]=[CH:43][N:44]=5)=[CH:34][CH:33]=4)=[O:30])=[CH:20][C:19]=3[CH:49]=2)=[CH:11][CH:10]=1)[CH2:2][CH2:3][CH3:4].ClC1C=CC=C(C(OO)=[O:58])C=1.S([O-])([O-])(=O)=S.[Na+].[Na+]>ClCCl>[CH2:1]([O:5][CH2:6][CH2:7][O:8][C:9]1[CH:10]=[CH:11][C:12]([C:15]2[CH:16]=[CH:17][C:18]3[N:24]([CH2:25][CH:26]([CH3:27])[CH3:28])[CH2:23][CH2:22][C:21]([C:29]([NH:31][C:32]4[CH:33]=[CH:34][C:35]([S:38]([CH2:39][C:40]5[N:41]([CH2:45][CH:46]6[CH2:48][CH2:47]6)[CH:42]=[CH:43][N:44]=5)=[O:58])=[CH:36][CH:37]=4)=[O:30])=[CH:20][C:19]=3[CH:49]=2)=[CH:13][CH:14]=1)[CH2:2][CH2:3][CH3:4] |f:2.3.4|. Reported procedure: To a solution of 7-[4-(2-butoxyethoxy)phenyl]-N-[4-[[(1-cyclopropylmethylimidazol-2-yl)methyl]sulfanyl]phenyl]-1-isobutyl-2,3-dihydro-1-benzazepine-4-carboxamide (125 mg) in dichloromethane (10 ml) was added dropwise 70% solution of 3-chloroperbenzoic acid (68 mg) in dichloromethane (10 ml) at −78° C. To the mixture was added an aqueous solution of sodium thiosulfate, and the mixture was allowed to be at room temperature, stirred for 30 minutes, and extracted with ethyl acetate. The organic laye... The reactants are C(C1=CC=CC=C1)N([C@H](C(O)C1C(N(CCN1C(=O)OCC1=CC=CC=C1)C)=O)CC1=CC=CC=C1)CC1=CC=CC=C1 (3-(2(S)-dibenzylamino-1-hydroxy-3-phenylpropyl)-4-benzyloxycarbonyl-1-methylpiperazin-2-one), [H][H] (hydrogen). The reagents and catalysts are [OH-].[OH-].[Pd+2] (palladium hydroxide on carbon). Solvent: CO (methanol). The product is N[C@H](C(O)C1C(N(CCN1)C)=O)CC1=CC=CC=C1 (3-(2-(S)-Amino-1-hydroxy-3-phenylpropyl)-1-methylpiperazin-2-one). Reaction SMILES: C([N:8](CC1C=CC=CC=1)[C@@H:9]([CH2:30][C:31]1[CH:36]=[CH:35][CH:34]=[CH:33][CH:32]=1)[CH:10]([CH:12]1[N:17](C(OCC2C=CC=CC=2)=O)[CH2:16][CH2:15][N:14]([CH3:28])[C:13]1=[O:29])[OH:11])C1C=CC=CC=1.[H][H]>CO.[OH-].[OH-].[Pd+2]>[NH2:8][C@@H:9]([CH2:30][C:31]1[CH:36]=[CH:35][CH:34]=[CH:33][CH:32]=1)[CH:10]([CH:12]1[NH:17][CH2:16][CH2:15][N:14]([CH3:28])[C:13]1=[O:29])[OH:11] |f:3.4.5|. Procedure details: Treat a solution of 3-(2(S)-dibenzylamino-1-hydroxy-3-phenylpropyl)-4-benzyloxycarbonyl-1-methylpiperazin-2-one (Isomer-2) (210 mg, 0.36 mmol) in methanol (10 mL) with 20% palladium hydroxide on carbon (48 mg) in one portion and stir the mixture under 1 atmosphere of hydrogen gas for 24 h. Filter through a filtering agent, wash with methanol and concentrate to give the title compound as an oil.